Dataset: the Open Reaction Database (ORD), a public repository of structured organic reaction records. Task: describe an organic reaction: reactants, conditions, products, and yield Reactants: C(C)(=O)O (acetic acid), O (water), S(=O)(=O)(Cl)Cl (sulfuryl chloride), C(C1=CC=CC=C1)SC1=C(C=C2C=CN(C(C2=C1)=O)CC1=CC=C(C=C1)OC)O[C@H]1CC[C@H](CC1)NC(C)=O (N-{4-[7-Benzylsulfanyl-2-(4-methoxy-benzyl)-1-oxo-1,2-dihydro-isoquinolin-6-yloxy]-cis-cyclohexyl}-acetamide), ClCCl (dichloromethane). Solvent: C(C)(=O)OCC (ethyl acetate). Conditions: time 30 minute. Product: C(C)(=O)N[C@H]1CC[C@H](CC1)OC=1C=C2C(=CN(C(C2=CC1S(=O)(=O)Cl)=O)CC1=CC=C(C=C1)OC)Cl (6-(4-Acetylamino-cis-cyclohexyloxy)-4-chloro-2-(4-methoxy-benzyl)-1-oxo-1,2-dihydro-isoquinoline-7-sulfonyl chloride). RXN SMILES: C(S[C:9]1[CH:18]=[C:17]2[C:12]([CH:13]=[CH:14][N:15]([CH2:20][C:21]3[CH:26]=[CH:25][C:24]([O:27][CH3:28])=[CH:23][CH:22]=3)[C:16]2=[O:19])=[CH:11][C:10]=1[O:29][C@@H:30]1[CH2:35][CH2:34][C@H:33]([NH:36][C:37](=[O:39])[CH3:38])[CH2:32][CH2:31]1)C1C=CC=CC=1.C(O)(=O)C.O.[S:45]([Cl:49])(Cl)(=[O:47])=[O:46].[Cl:50]CCl>C(OCC)(=O)C>[C:37]([NH:36][C@@H:33]1[CH2:34][CH2:35][C@H:30]([O:29][C:10]2[CH:11]=[C:12]3[C:17](=[CH:18][C:9]=2[S:45]([Cl:49])(=[O:47])=[O:46])[C:16](=[O:19])[N:15]([CH2:20][C:21]2[CH:26]=[CH:25][C:24]([O:27][CH3:28])=[CH:23][CH:22]=2)[CH:14]=[C:13]3[Cl:50])[CH2:31][CH2:32]1)(=[O:39])[CH3:38]. Reported procedure: 37 mg of N-{4-[7-benzylsulfanyl-2-(4-methoxy-benzyl)-1-oxo-1,2-dihydro-isoquinolin-6-yloxy]-cyclohexyl}-acetamide (128, crude product) were dissolved in 5 ml of dichloromethane. At 0° C., 16.4 mg (0.273 mmol) of acetic acid, 4.9 mg (0.273 mmol) of water and 273 μl (0.273 mmol) of sulfuryl chloride (1 M in dichloromethane) were added. After 30 minutes, ethyl acetate was added and the solution was washed with sodium bicarbonate solution (2%), water and saturated sodium chloride solution. The organ... Reactants: CC(C)(Br)C(N)=O, [Na+], [OH-], O, CC(=O)c1ccc(N2CCN(C)CC2)cc1O. Yields the product CC(=O)c1ccc(N2CCN(C)CC2)cc1N. RXN SMILES: [Br:18][C:19]([CH3:20])([CH3:21])[C:23]([NH2:22])=[O:24].[Na+:26].[OH-:25].[OH2:27].[OH:1][c:2]1[c:3]([C:15]([CH3:16])=[O:17])[cH:4][cH:5][c:6]([N:8]2[CH2:9][CH2:10][N:11]([CH3:14])[CH2:12][CH2:13]2)[cH:7]1>>[c:2]1([NH2:22])[c:3]([C:15]([CH3:16])=[O:17])[cH:4][cH:5][c:6]([N:8]2[CH2:9][CH2:10][N:11]([CH3:14])[CH2:12][CH2:13]2)[cH:7]1. The reactants are C1(=CC=CC=C1)O (phenol), C(CCCCCCC)(=O)O (octanoic acid), Cl (hydrogen chloride), S(=O)=O (sulfur dioxide). Solvent: S(=O)(Cl)Cl (thionyl chloride). Yields the product C(CCCCCCC)(=O)OC1=CC=CC=C1 (phenyl octanoate). As a reaction SMILES: [C:1]1([OH:7])[CH:6]=[CH:5][CH:4]=[CH:3][CH:2]=1.[C:8](O)(=[O:16])[CH2:9][CH2:10][CH2:11][CH2:12][CH2:13][CH2:14][CH3:15].S(=O)=O.Cl>S(Cl)(Cl)=O>[C:8]([O:7][C:1]1[CH:6]=[CH:5][CH:4]=[CH:3][CH:2]=1)(=[O:16])[CH2:9][CH2:10][CH2:11][CH2:12][CH2:13][CH2:14][CH3:15]. Procedure details: The ester was prepared by slowly adding thionyl chloride (10 ml) to a mixture of pure phenol (6.5 g) and octanoic acid (10 g). The reaction mixture was warmed to drive off the sulfur dioxide and hydrogen chloride gases. The crude mixture was distilled at 95°-100° C./5 mmHg. Reactants: C(C)(C)(C)OC(=O)N1NC(=CC1)C(=O)[O-] (1-tert.-butoxycarbonylpyrazoline-3-carboxylate), C(C)(=O)O (acetic acid). The reagents and catalysts are [Zn] (zinc). Yields the product C(C)(C)(C)OC(=O)N1NC(CC1)C(=O)OCC (ethyl 1-tert.-butoxycarbonylpyrazolidine-3-carboxylate). Reaction SMILES: [C:1]([O:5][C:6]([N:8]1[CH2:12][CH:11]=[C:10]([C:13]([O-:15])=[O:14])[NH:9]1)=[O:7])([CH3:4])([CH3:3])[CH3:2].[C:16](O)(=O)[CH3:17]>[Zn]>[C:1]([O:5][C:6]([N:8]1[CH2:12][CH2:11][CH:10]([C:13]([O:15][CH2:16][CH3:17])=[O:14])[NH:9]1)=[O:7])([CH3:4])([CH3:2])[CH3:3]. Procedure: 53.5 g of Diazald® in 750 ml of tert.-butyl methyl ether are cooled to 0° C., and 16.5 g of KOH dissolved in 250 ml of ethanol/water (9:1) are added. The mixture is warmed to room temperature and stirred at room temperature for 1 h. 25.0 g (0.25 mol) ethyl acrylate in 20 ml of tert.-butyl methyl ether are added dropwise over 1.5 h, with 40 ml of water being added towards the end. For the working up, 800 ml of diethyl ether are added, and the organic phase is separated off, washed with saturated ... Reactants: CC(C)c1ccc(Oc2ccc(Cl)cc2[N+](=O)[O-])cc1, Cl[Sn]Cl. Yields the product CC(C)c1ccc(Oc2ccc(Cl)cc2N)cc1. RXN SMILES: [Cl:1][c:2]1[cH:3][c:4]([N+:18]([O-:19])=[O:20])[c:5]([O:8][c:9]2[cH:10][cH:11][c:12]([CH:15]([CH3:16])[CH3:17])[cH:13][cH:14]2)[cH:6][cH:7]1.[Sn:21]([Cl:22])[Cl:23]>>[Cl:1][c:2]1[cH:3][c:4]([NH2:18])[c:5]([O:8][c:9]2[cH:10][cH:11][c:12]([CH:15]([CH3:16])[CH3:17])[cH:13][cH:14]2)[cH:6][cH:7]1. The reactants are BrC1=CC=CC=2N=C(SC21)SC (7-bromo-2-methylsulfanyl-1,3-benzothiazole), C(#N)[Cu] (CuCN). The solvent is CN(C)C=O (DMF). Procedure details: The title compound was prepared from 7-bromo-2-methylsulfanyl-1,3-benzothiazole by heating with CuCN (1.0 eq.) in DMF at 160° C. for 12 h. Yields the product CSC=1SC2=C(N1)C=CC=C2C#N (2-Methylsulfanyl-1,3-benzothiazole-7-carbonitrile). RXN SMILES: Br[C:2]1[C:10]2[S:9][C:8]([S:11][CH3:12])=[N:7][C:6]=2[CH:5]=[CH:4][CH:3]=1.[C:13]([Cu])#[N:14]>CN(C=O)C>[CH3:12][S:11][C:8]1[S:9][C:10]2[C:2]([C:13]#[N:14])=[CH:3][CH:4]=[CH:5][C:6]=2[N:7]=1.